This data is from the Open Reaction Database (ORD), a public repository of structured organic reaction records. The task is: describe an organic reaction: reactants, conditions, products, and yield Starting materials: FC1=C(C=CC(=C1)F)C(C(C1=NC=C(C=C1)\C=C\COC)(F)F)(CN1N=NN=C1)O ((E)-2-(2,4-difluorophenyl)-1,1-difluoro-1-(5-(3-methoxyprop-1-en-1-yl)pyridin-2-yl)-3-(1H-tetrazol-1-yl)propan-2-ol). The reagents and catalysts are [Pd] (Pd/C). Solvent: CCO (EtOH). Reaction conditions: time 1 hour. The product is FC1=C(C=CC(=C1)F)C(C(C1=NC=C(C=C1)CCCOC)(F)F)(CN1N=NN=C1)O (2-(2,4-Difluorophenyl)-1,1-difluoro-1-(5-(3-methoxypropyl)pyridin-2-yl)-3-(1H-tetrazol-1-yl)propan-2-ol). The yield is 77.8%. RXN SMILES: [F:1][C:2]1[CH:7]=[C:6]([F:8])[CH:5]=[CH:4][C:3]=1[C:9]([OH:30])([CH2:24][N:25]1[CH:29]=[N:28][N:27]=[N:26]1)[C:10]([F:23])([F:22])[C:11]1[CH:16]=[CH:15][C:14](/[CH:17]=[CH:18]/[CH2:19][O:20][CH3:21])=[CH:13][N:12]=1>CCO.[Pd]>[F:1][C:2]1[CH:7]=[C:6]([F:8])[CH:5]=[CH:4][C:3]=1[C:9]([OH:30])([CH2:24][N:25]1[CH:29]=[N:28][N:27]=[N:26]1)[C:10]([F:22])([F:23])[C:11]1[CH:16]=[CH:15][C:14]([CH2:17][CH2:18][CH2:19][O:20][CH3:21])=[CH:13][N:12]=1. Reported procedure: To a stirred solution of (E)-2-(2,4-difluorophenyl)-1,1-difluoro-1-(5-(3-methoxyprop-1-en-1-yl)pyridin-2-yl)-3-(1H-tetrazol-1-yl)propan-2-ol (48; 80 mg, 0.18 mmol) in EtOH (10 mL) was added 10% Pd/C (8 mg), and the mixture was stirred under hydrogen atmosphere for 1 h. The reaction mixture was filtered through a pad of Celite®, the Celite® cake was washed thoroughly with EtOAc (3×30 mL) and then the filtrate was concentrated under reduced pressure to obtain the crude material. Purification by si... Reactants: NC1=C(C2=C(CN(CC2)C(C)=O)S1)C(C1=C(C=CC=C1)Cl)=O (2-amino-3-(2-chlorobenzoyl)-6-acetyl-4,5,6,7-tetrahydro-thieno[2,3-C]pyridine), C(O)([O-])=O.[Na+] (sodium hydrogencarbonate), C(O)([O-])=O.[Na+] (sodium hydrogencarbonate), BrC(C(=O)Br)C (2-bromopropionyl bromide), BrC(C(=O)Br)C (2-bromopropionyl bromide), C(O)([O-])=O.[Na+] (sodium hydrogencarbonate). Reagents/catalysts: C1(=CC=CC=C1)C (toluene). Run in O (water). Reaction conditions: temperature 60 celsius. Product: C(C)(=O)N1CC2=C(CC1)C(=C(S2)NC(C(C)Br)=O)C(C2=C(C=CC=C2)Cl)=O (6-Acetyl-2-(2-bromopropionylamino)-3-(2-chlorobenzoyl)-4,5,6,7-tetrahydro-thieno[2,3-C]pyridine). As a reaction SMILES: [NH2:1][C:2]1[S:13][C:5]2[CH2:6][N:7]([C:10](=[O:12])[CH3:11])[CH2:8][CH2:9][C:4]=2[C:3]=1[C:14](=[O:22])[C:15]1[CH:20]=[CH:19][CH:18]=[CH:17][C:16]=1[Cl:21].C(=O)([O-])O.[Na+].[Br:28][CH:29]([CH3:33])[C:30](Br)=[O:31]>C1(C)C=CC=CC=1.O>[C:10]([N:7]1[CH2:8][CH2:9][C:4]2[C:3]([C:14](=[O:22])[C:15]3[CH:20]=[CH:19][CH:18]=[CH:17][C:16]=3[Cl:21])=[C:2]([NH:1][C:30](=[O:31])[CH:29]([Br:28])[CH3:33])[S:13][C:5]=2[CH2:6]1)(=[O:12])[CH3:11] |f:1.2|. Reported procedure: 13.3 g of toluene and 3.66 liters of water were added to 600 g of 2-amino-3-(2-chlorobenzoyl)-6-acetyl-4,5,6,7-tetrahydro-thieno[2,3-C]pyridine, to which 301 g of sodium hydrogencarbonate was further added. While heating to 60° C., 301 ml of 2-bromopropionyl bromide was dropped into the solution. Further, 170 g of sodium hydrogencarbonate and 170 ml of 2-bromopropionyl bromide were added in order to complete the reaction. After cooling down to room temperature, 500 g of sodium hydrogencarbonate ... Reaction SMILES: [F:1][C:2]1[CH:7]=[C:6]([F:8])[CH:5]=[C:4]([F:9])[C:3]=1[C:10]#[CH:11].[N+:12]([C:15]1[CH:22]=[CH:21][C:18]([CH2:19][SH:20])=[CH:17][CH:16]=1)([O-:14])=[O:13].[Na]>>[F:1][C:2]1[CH:7]=[C:6]([F:8])[CH:5]=[C:4]([F:9])[C:3]=1/[CH:10]=[CH:11]\[CH:19]([S:20][CH:19](/[CH:11]=[CH:10]\[C:3]1[C:2]([F:1])=[CH:7][C:6]([F:8])=[CH:5][C:4]=1[F:9])[C:18]1[CH:21]=[CH:22][C:15]([N+:12]([O-:14])=[O:13])=[CH:16][CH:17]=1)[C:18]1[CH:21]=[CH:22][C:15]([N+:12]([O-:14])=[O:13])=[CH:16][CH:17]=1 |^1:22|. Product: FC1=C(\C=C/C(C2=CC=C(C=C2)[N+](=O)[O-])SC(C2=CC=C(C=C2)[N+](=O)[O-])\C=C/C2=C(C=C(C=C2F)F)F)C(=CC(=C1)F)F ((Z)-2,4,6-trifluorostyryl-4-nitrobenzylsulfide). Reactants: FC1=C(C(=CC(=C1)F)F)C#C (2,4,6-trifluorophenylacetylene), [N+](=O)([O-])C1=CC=C(CS)C=C1 (4-nitrobenzyl mercaptan), [Na] (sodium). Reported procedure: A solution of 2,4,6-trifluorophenylacetylene (0.02 mol), 4-nitrobenzyl mercaptan (0.02 mol) and metallic sodium (0.02 g atom) is subjected to General Procedure 2 to form (Z)-2,4,6-trifluorostyryl-4-nitrobenzylsulfide. The title compound is obtained following oxidation of the sulfide, according to General Procedure 2. The reactants are BrCCOc1ccc(-c2cc3ccccc3o2)cc1, CCc1cc(CC)cc(C(=O)Cl)c1. Yields the product CCc1cc(CC)cc(C(=O)c2c(-c3ccc(OCCBr)cc3)oc3ccccc23)c1. RXN SMILES: [Br:1][CH2:2][CH2:3][O:4][c:5]1[cH:6][cH:7][c:8](-[c:11]2[o:12][c:13]3[c:14]([cH:15]2)[cH:16][cH:17][cH:18][cH:19]3)[cH:9][cH:10]1.[CH2:20]([CH3:21])[c:22]1[cH:23][c:24]([C:25](=[O:26])[Cl:27])[cH:28][c:29]([CH2:31][CH3:32])[cH:30]1>>[Br:1][CH2:2][CH2:3][O:4][c:5]1[cH:6][cH:7][c:8](-[c:11]2[o:12][c:13]3[c:14]([c:15]2[C:25]([c:24]2[cH:23][c:22]([CH2:20][CH3:21])[cH:30][c:29]([CH2:31][CH3:32])[cH:28]2)=[O:26])[cH:16][cH:17][cH:18][cH:19]3)[cH:9][cH:10]1. Reactants: CCOC(=O)c1cc(C)c(NC(=O)OC(C)(C)C)c(I)n1, CC(C)C[AlH]CC(C)C, Cc1ccccc1, Cl. The product is Cc1cc(CO)nc(I)c1NC(=O)OC(C)(C)C. Reaction SMILES: [C:1]([CH3:2])([CH3:3])([CH3:4])[O:5][C:6](=[O:7])[NH:8][c:9]1[c:10]([CH3:21])[cH:11][c:12]([C:16](=[O:17])[O:18][CH2:19][CH3:20])[n:13][c:14]1[I:15].[CH3:22][CH:23]([CH2:24][AlH:25][CH2:26][CH:27]([CH3:28])[CH3:29])[CH3:30].[CH3:32][c:33]1[cH:34][cH:35][cH:36][cH:37][cH:38]1.[ClH:31]>>[C:1]([CH3:2])([CH3:3])([CH3:4])[O:5][C:6](=[O:7])[NH:8][c:9]1[c:10]([CH3:21])[cH:11][c:12]([CH2:16][OH:17])[n:13][c:14]1[I:15]. Reactants: CCOC(=O)c1cn2c(cc(Br)c3ccccc32)n1, CO, CCO, ClC(Cl)Cl, Cl, [Na+], [OH-], O. Yields the product O=C(O)c1cn2c(cc(Br)c3ccccc32)n1. As a reaction SMILES: [Br:1][c:2]1[cH:3][c:4]2[n:5]([c:6]3[cH:7][cH:8][cH:9][cH:10][c:11]13)[cH:12][c:13]([C:15](=[O:16])[O:17][CH2:18][CH3:19])[n:14]2.[CH3:23][OH:24].[CH3:26][CH2:27][OH:28].[CH:29]([Cl:30])([Cl:31])[Cl:32].[ClH:22].[Na+:21].[OH-:20].[OH2:25]>>[Br:1][c:2]1[cH:3][c:4]2[n:5]([c:6]3[cH:7][cH:8][cH:9][cH:10][c:11]13)[cH:12][c:13]([C:15](=[O:16])[OH:17])[n:14]2. Starting materials: Cl.FC1(CCC(CC1)N)F (4,4-difluorocyclohexylamine hydrochloride), NC1=CC(N(C=2N=C(N=CC21)SC)C)=O (5-amino-8-methyl-2-methylsulfanyl-8H-pyrido[2,3-d]pyrimidin-7-one), ClC=1C=C(C(=O)OO)C=CC1 (3-chloroperoxybenzoic acid), solution, TEA. The solvent is C(Cl)Cl (DCM). Conditions: time 1 hour. Yields the product NC1=CC(N(C=2N=C(N=CC21)NC2CCC(CC2)(F)F)C)=O (5-amino-2-(4,4-difluoro-cyclohexylamino)-8-methyl-8H-pyrido[2,3-d]pyrimidin-7-one). The yield is 24.2%. RXN SMILES: [NH2:1][C:2]1[C:11]2[CH:10]=[N:9][C:8](SC)=[N:7][C:6]=2[N:5]([CH3:14])[C:4](=[O:15])[CH:3]=1.ClC1C=C(C=CC=1)C(OO)=O.Cl.[F:28][C:29]1([F:36])[CH2:34][CH2:33][CH:32]([NH2:35])[CH2:31][CH2:30]1>C(Cl)Cl>[NH2:1][C:2]1[C:11]2[CH:10]=[N:9][C:8]([NH:35][CH:32]3[CH2:33][CH2:34][C:29]([F:36])([F:28])[CH2:30][CH2:31]3)=[N:7][C:6]=2[N:5]([CH3:14])[C:4](=[O:15])[CH:3]=1 |f:2.3|. Reported procedure: To a solution of 5-amino-8-methyl-2-methylsulfanyl-8H-pyrido[2,3-d]pyrimidin-7-one (163 mg, 0.733 mmol) in DCM (200 mL) was added 3-chloroperoxybenzoic acid (77% max., 164 mg, 0.733 mmol) at RT and the resulting mixture was stirred for 1 h. The reaction mixture was then evaporated under reduced pressure and the residue was dissolved in anhydrous dimethyl sulfoxide (7.3 mL). To a portion of this solution (1.8 mL) was added TEA (0.13 mL, 0.90 mmol), followed by 4,4-difluorocyclohexylamine hydrochl... The reactants are CO, [K+], [OH-], C=CCC(C(O)CC(=O)OC)C1CCCC1. Product: C=CCC(C(O)CC(=O)O)C1CCCC1. Reaction SMILES: [CH3:17][OH:18].[K+:20].[OH-:19].[OH:1][CH:2]([CH2:3][C:4](=[O:5])[O:6][CH3:7])[CH:8]([CH2:9][CH:10]=[CH2:11])[CH:12]1[CH2:13][CH2:14][CH2:15][CH2:16]1>>[OH:1][CH:2]([CH2:3][C:4](=[O:5])[OH:6])[CH:8]([CH2:9][CH:10]=[CH2:11])[CH:12]1[CH2:13][CH2:14][CH2:15][CH2:16]1.